This data is from the Open Reaction Database (ORD), a public repository of structured organic reaction records. The task is: describe an organic reaction: reactants, conditions, products, and yield Starting materials: Cn1nnnc1-c1cccc(NC(=O)Oc2ccccc2)c1, CC#N, CC(N)C(O)CN(CCCc1ccc(F)cc1)CC(F)(F)F. The product is CC(NC(=O)Nc1cccc(-c2nnnn2C)c1)C(O)CN(CCCc1ccc(F)cc1)CC(F)(F)F. RXN SMILES: [CH3:23][n:24]1[n:25][n:26][n:27][c:28]1-[c:29]1[cH:30][c:31]([NH:35][C:36]([O:37][c:39]2[cH:40][cH:41][cH:42][cH:43][cH:44]2)=[O:38])[cH:32][cH:33][cH:34]1.[CH3:45][C:46]#[N:47].[NH2:1][CH:2]([CH:3]([CH2:4][N:5]([CH2:6][C:7]([F:8])([F:9])[F:10])[CH2:11][CH2:12][CH2:13][c:14]1[cH:15][cH:16][c:17]([F:20])[cH:18][cH:19]1)[OH:21])[CH3:22]>>[NH:1]([CH:2]([CH:3]([CH2:4][N:5]([CH2:6][C:7]([F:8])([F:9])[F:10])[CH2:11][CH2:12][CH2:13][c:14]1[cH:15][cH:16][c:17]([F:20])[cH:18][cH:19]1)[OH:21])[CH3:22])[C:36]([NH:35][c:31]1[cH:30][c:29](-[c:28]2[n:24]([CH3:23])[n:25][n:26][n:27]2)[cH:34][cH:33][cH:32]1)=[O:37]. Reactants: CC(C)(C)OC(=O)NC(Cc1ccc(O)cc1)C(=O)O, [H-], [Na+], CN(C)C=O, O, Cc1ccc(S(=O)(=O)C(O)CCl)cc1. Yields the product CC(C)(C)OC(=O)NC(Cc1ccc(OCCCl)cc1)C(=O)O. RXN SMILES: [C:1]([CH3:2])([CH3:3])([CH3:4])[O:5][C:6](=[O:7])[NH:8][CH:9]([CH2:10][c:11]1[cH:12][cH:13][c:14]([OH:17])[cH:15][cH:16]1)[C:18](=[O:19])[OH:20].[H-:21].[Na+:22].[O:37]=[CH:38][N:39]([CH3:40])[CH3:41].[OH2:42].[S:23]([c:25]1[cH:26][cH:27][c:28]([CH3:29])[cH:30][cH:31]1)(=[O:32])([CH:33]([OH:24])[CH2:34][Cl:35])=[O:36]>>[C:1]([CH3:2])([CH3:3])([CH3:4])[O:5][C:6](=[O:7])[NH:8][CH:9]([CH2:10][c:11]1[cH:12][cH:13][c:14]([O:17][CH2:33][CH2:34][Cl:35])[cH:15][cH:16]1)[C:18](=[O:19])[OH:20].